This data is from the Open Reaction Database (ORD), a public repository of structured organic reaction records. The task is: describe an organic reaction: reactants, conditions, products, and yield The reactants are BrC=1C=NC=C(C(=O)OC(C)(C)C)C1 (tert-butyl 5-bromonicotinate), CC(C(=O)N)C (dimethylacetoamide), BrC=1C=NC=C(C(=O)O)C1 (5-bromonicotinic acid). The reagents and catalysts are C=1C=CC(=CC1)/C=C/C(=O)/C=C/C2=CC=CC=C2.C=1C=CC(=CC1)/C=C/C(=O)/C=C/C2=CC=CC=C2.C=1C=CC(=CC1)/C=C/C(=O)/C=C/C2=CC=CC=C2.[Pd].[Pd] (tris(dibenzylideneacetone)dipalladium), [C-]#N.[Zn+2].[C-]#N (zinc cyanide), C1(=CC=CC=C1)P(C1=CC=CC=C1)[C-]1C=CC=C1.[CH-]1C=CC=C1.[Fe+2] (diphenylphosphinoferrocene), [Zn] (zinc). Reaction conditions: temperature 120 celsius, time 1.5 hour. Product: C(#N)C=1C=NC=C(C(=O)OC(C)(C)C)C1 (tert-butyl 5-cyanonicotinate). RXN SMILES: BrC1[CH:3]=[N:4]C=C(C=1)C(O)=O.Br[C:12]1[CH:13]=[N:14][CH:15]=[C:16]([CH:24]=1)[C:17]([O:19][C:20]([CH3:23])([CH3:22])[CH3:21])=[O:18].CC(C)C(N)=O>C1C=CC(/C=C/C(/C=C/C2C=CC=CC=2)=O)=CC=1.C1C=CC(/C=C/C(/C=C/C2C=CC=CC=2)=O)=CC=1.C1C=CC(/C=C/C(/C=C/C2C=CC=CC=2)=O)=CC=1.[Pd].[Pd].[C-]#N.[Zn+2].[C-]#N.C1(P([C-]2C=CC=C2)C2C=CC=CC=2)C=CC=CC=1.[CH-]1C=CC=C1.[Fe+2].[Zn]>[C:3]([C:12]1[CH:13]=[N:14][CH:15]=[C:16]([CH:24]=1)[C:17]([O:19][C:20]([CH3:23])([CH3:22])[CH3:21])=[O:18])#[N:4] |f:3.4.5.6.7,8.9.10,11.12.13|. Procedure details: Instead of the starting material of Reference Example 56, that is, the compound S55, the 5-bromonicotinic acid was used for the similar procedure as in Reference Example 56. To the obtained tert-butyl 5-bromonicotinate (22.4 g), dimethylacetoamide (112 ml), tris(dibenzylideneacetone)dipalladium (1.59 g), zinc cyanide (6.1 g), diphenylphosphinoferrocene (1.92 g), and zinc powder (0.68 g) were added and the mixture was stirred under argon atmosphere at 120° C. for 1.5 hours. The reaction solution ... Starting materials: CCCCCCCCCCCCCCOCC(COC1OC(COC(c2ccccc2)(c2ccccc2)c2ccccc2)C(OC(C)=O)C(OC(C)=O)C1OC(C)=O)OCCCCCCCCCCCCCC, CC(=O)O. Yields the product CCCCCCCCCCCCCCOCC(COC1OC(CO)C(OC(C)=O)C(OC(C)=O)C1OC(C)=O)OCCCCCCCCCCCCCC. RXN SMILES: [C:1]([CH3:2])(=[O:3])[O:4][CH:5]1[CH:6]([O:40][CH2:41][CH:42]([CH2:43][O:44][CH2:45][CH2:46][CH2:47][CH2:48][CH2:49][CH2:50][CH2:51][CH2:52][CH2:53][CH2:54][CH2:55][CH2:56][CH2:57][CH3:58])[O:59][CH2:60][CH2:61][CH2:62][CH2:63][CH2:64][CH2:65][CH2:66][CH2:67][CH2:68][CH2:69][CH2:70][CH2:71][CH2:72][CH3:73])[O:7][CH:8]([CH2:19][O:20][C:21]([c:22]2[cH:23][cH:24][cH:25][cH:26][cH:27]2)([c:28]2[cH:29][cH:30][cH:31][cH:32][cH:33]2)[c:34]2[cH:35][cH:36][cH:37][cH:38][cH:39]2)[CH:9]([O:15][C:16]([CH3:17])=[O:18])[CH:10]1[O:11][C:12]([CH3:13])=[O:14].[CH3:74][C:75](=[O:76])[OH:77]>>[C:1]([CH3:2])(=[O:3])[O:4][CH:5]1[CH:6]([O:40][CH2:41][CH:42]([CH2:43][O:44][CH2:45][CH2:46][CH2:47][CH2:48][CH2:49][CH2:50][CH2:51][CH2:52][CH2:53][CH2:54][CH2:55][CH2:56][CH2:57][CH3:58])[O:59][CH2:60][CH2:61][CH2:62][CH2:63][CH2:64][CH2:65][CH2:66][CH2:67][CH2:68][CH2:69][CH2:70][CH2:71][CH2:72][CH3:73])[O:7][CH:8]([CH2:19][OH:20])[CH:9]([O:15][C:16]([CH3:17])=[O:18])[CH:10]1[O:11][C:12]([CH3:13])=[O:14]. Reactants: C=O, [Cl-], ClCCl, Cl, [Mg+2], [Na+], O=S(=O)([O-])[O-], O=C1C2CC3CC(C2)C(O)C1C3, O=S(=O)(O)O. Product: O=C1C2CC3CC(C2)C(OCCl)C1C3. RXN SMILES: [CH2:14]=[O:15].[Cl-:23].[Cl:29][CH2:30][Cl:31].[ClH:1].[Mg+2:16].[Na+:22].[O-:17][S:18](=[O:19])(=[O:20])[O-:21].[O:2]=[C:3]1[CH:4]2[CH:5]([OH:13])[CH:6]3[CH2:7][CH:8]([CH2:9][CH:10]1[CH2:11]3)[CH2:12]2.[S:24](=[O:25])(=[O:26])([OH:27])[OH:28]>>[Cl:1][CH2:14][O:13][CH:5]1[CH:4]2[C:3](=[O:2])[CH:10]3[CH2:9][CH:8]([CH2:7][CH:6]1[CH2:11]3)[CH2:12]2.